Task: describe an organic reaction: reactants, conditions, products, and yield. Dataset: the Open Reaction Database (ORD), a public repository of structured organic reaction records The reactants are [H-].[Na+] (NaH), C(C1=CC=CC=C1)(=O)OC (methyl benzoate), C(C)(=O)C1=CC=C(C=C1)NC(OC(C)(C)C)=O (1,1-dimethylethyl (4-acetylphenyl)carbamate). The solvent is CN(C)C=O (DMF). Product: O\C(=C/C(C1=CC=CC=C1)=O)\C1=CC=C(C=C1)NC(OC(C)(C)C)=O (1,1-Dimethylethyl {4-[(1z)-1-hydroxy-3-oxo-3-phenylprop-1-en-1-yl]phenyl}carbamate). The yield is 83.5%. RXN SMILES: [H-].[Na+].[C:3](OC)(=[O:10])[C:4]1[CH:9]=[CH:8][CH:7]=[CH:6][CH:5]=1.[C:13]([C:16]1[CH:21]=[CH:20][C:19]([NH:22][C:23](=[O:29])[O:24][C:25]([CH3:28])([CH3:27])[CH3:26])=[CH:18][CH:17]=1)(=[O:15])[CH3:14]>CN(C=O)C>[OH:15]/[C:13](/[C:16]1[CH:17]=[CH:18][C:19]([NH:22][C:23](=[O:29])[O:24][C:25]([CH3:28])([CH3:27])[CH3:26])=[CH:20][CH:21]=1)=[CH:14]\[C:3](=[O:10])[C:4]1[CH:9]=[CH:8][CH:7]=[CH:6][CH:5]=1 |f:0.1|. Procedure: NaH (60% dispersion, 0.388 g, 16.2 mmol) was added to a solution of methyl benzoate (0.629 g, 4.62 mmol) and 1,1-dimethylethyl (4-acetylphenyl)carbamate (N-BOC-4-aminoacetophenone 1.09 g, 4.62 mmol) in anhydrous DMF (20 mL) at 0° C. The reaction was allowed to warm to room temperature overnight then quenched with saturated aqueous NH4Cl and neutralized with 1M HCl. The reaction was diluted with ethyl acetate (80 mL) and the organic layer washed successively with saturated aqueous NaHCO3 and brin...